From a dataset of the Open Reaction Database (ORD), a public repository of structured organic reaction records. describe an organic reaction: reactants, conditions, products, and yield Reactants: O=C([O-])[O-], CC#N, Fc1c(OC(F)(F)F)cccc1C1CCNCC1, CCI, [K+], [K+]. Product: CCN1CCC(c2cccc(OC(F)(F)F)c2F)CC1. RXN SMILES: [C:19](=[O:20])([O-:21])[O-:22].[CH3:28][C:29]#[N:30].[F:1][c:2]1[c:3]([CH:13]2[CH2:14][CH2:15][NH:16][CH2:17][CH2:18]2)[cH:4][cH:5][cH:6][c:7]1[O:8][C:9]([F:10])([F:11])[F:12].[I:25][CH2:26][CH3:27].[K+:23].[K+:24]>>[F:1][c:2]1[c:3]([CH:13]2[CH2:14][CH2:15][N:16]([CH2:26][CH3:27])[CH2:17][CH2:18]2)[cH:4][cH:5][cH:6][c:7]1[O:8][C:9]([F:10])([F:11])[F:12]. Starting materials: CCO, ClC(Cl)Cl, O=C1NCN(c2ccccc2)C12CCN(CC#CC(O)c1ccc(F)cc1)CC2, [H][H], [Pd], c1ccc2ncccc2c1. Yields the product O=C1NCN(c2ccccc2)C12CCN(CC=CC(O)c1ccc(F)cc1)CC2. RXN SMILES: [CH3:43][CH2:44][OH:45].[CH:46]([Cl:47])([Cl:48])[Cl:49].[F:11][c:12]1[cH:13][cH:14][c:15]([CH:18]([C:19]#[C:20][CH2:21][N:22]2[CH2:23][CH2:24][C:25]3([C:26](=[O:36])[NH:27][CH2:28][N:29]3[c:30]3[cH:31][cH:32][cH:33][cH:34][cH:35]3)[CH2:37][CH2:38]2)[OH:39])[cH:16][cH:17]1.[H:40][H:41].[Pd:42].[cH:1]1[cH:2][c:3]2[c:4]([n:5][cH:6][cH:7][cH:8]2)[cH:9][cH:10]1>>[F:11][c:12]1[cH:13][cH:14][c:15]([CH:18]([CH:19]=[CH:20][CH2:21][N:22]2[CH2:23][CH2:24][C:25]3([C:26](=[O:36])[NH:27][CH2:28][N:29]3[c:30]3[cH:31][cH:32][cH:33][cH:34][cH:35]3)[CH2:37][CH2:38]2)[OH:39])[cH:16][cH:17]1. The reactants are ClC=1C(=CC2=C(N(C(C3=C(N=CC=C23)C)=O)C)C1)I (8-chloro-9-iodo-4,6-dimethylbenzo[c][2,7]naphthyridin-5(6H)-one), B1(OB(OB(O1)C=C)C=C)C=C.C1=CC=NC=C1 (2,4,6-trivinylcyclotriboroxane pyridine complex), C(=O)([O-])[O-].[Na+].[Na+] (Na2CO3). The reagents and catalysts are C=1C=CC(=CC1)[P](C=2C=CC=CC2)(C=3C=CC=CC3)[Pd]([P](C=4C=CC=CC4)(C=5C=CC=CC5)C=6C=CC=CC6)([P](C=7C=CC=CC7)(C=8C=CC=CC8)C=9C=CC=CC9)[P](C=1C=CC=CC1)(C=1C=CC=CC1)C=1C=CC=CC1 (tetrakis(triphenylphosphine)palladium). Solvent: C1(=CC=CC=C1)C (toluene), O (water). Conditions: temperature 90 celsius. Product: ClC=1C(=CC2=C(N(C(C3=C(N=CC=C23)C)=O)C)C1)C=C (8-chloro-4,6-dimethyl-9-vinylbenzo[c][2,7]naphthyridin-5(6H)-one). Isolated yield 52.8%. As a reaction SMILES: [Cl:1][C:2]1[C:3](I)=[CH:4][C:5]2[C:14]3[C:9](=[C:10]([CH3:15])[N:11]=[CH:12][CH:13]=3)[C:8](=[O:16])[N:7]([CH3:17])[C:6]=2[CH:18]=1.B1(C=C)OB([CH:26]=[CH2:27])OB(C=C)O1.C1C=CN=CC=1.C([O-])([O-])=O.[Na+].[Na+]>C1(C)C=CC=CC=1.O.C1C=CC([P]([Pd]([P](C2C=CC=CC=2)(C2C=CC=CC=2)C2C=CC=CC=2)([P](C2C=CC=CC=2)(C2C=CC=CC=2)C2C=CC=CC=2)[P](C2C=CC=CC=2)(C2C=CC=CC=2)C2C=CC=CC=2)(C2C=CC=CC=2)C2C=CC=CC=2)=CC=1>[Cl:1][C:2]1[C:3]([CH:26]=[CH2:27])=[CH:4][C:5]2[C:14]3[C:9](=[C:10]([CH3:15])[N:11]=[CH:12][CH:13]=3)[C:8](=[O:16])[N:7]([CH3:17])[C:6]=2[CH:18]=1 |f:1.2,3.4.5,^1:55,57,76,95|. Procedure details: A solution of 8-chloro-9-iodo-4,6-dimethylbenzo[c][2,7]naphthyridin-5(6H)-one (1.2 g, 2.71 mmol), 2,4,6-trivinylcyclotriboroxane pyridine complex (0.784 g, 3.26 mmol), tetrakis(triphenylphosphine)palladium (0.157 g, 0.136 mmol) and Na2CO3 (0.575 g, 5.43 mmol) in toluene (30 mL) and water (0.5 mL) was purged with nitrogen and heated at 90° C. for 16 h. After cooling to room temperature, the mixture was concentrated under reduced pressure. The residue was taken up in ethyl acetate and filtered thr... Starting materials: CCOC(=O)CBr, O=C([O-])[O-], CN(C)C=O, [K+], [K+], Cc1[nH]nc(-c2cccnc2)c1Cl. Product: CCOC(=O)Cn1nc(-c2cccnc2)c(Cl)c1C. Reaction SMILES: [Br:20][CH2:21][C:22](=[O:23])[O:24][CH2:25][CH3:26].[C:14](=[O:15])([O-:16])[O-:17].[CH3:27][N:28]([CH3:29])[CH:30]=[O:31].[K+:18].[K+:19].[n:1]1[cH:2][c:3](-[c:7]2[n:8][nH:9][c:10]([CH3:13])[c:11]2[Cl:12])[cH:4][cH:5][cH:6]1>>[n:1]1[cH:2][c:3](-[c:7]2[n:8][n:9]([CH2:21][C:22](=[O:23])[O:24][CH2:25][CH3:26])[c:10]([CH3:13])[c:11]2[Cl:12])[cH:4][cH:5][cH:6]1. Starting materials: C1OC23[C@]4(C)[C@@H](CC2(OCCO3)OC1)[C@@H]1C[C@@H](C3CCCC[C@]3(C)[C@H]1CC4)C=C (17,17-bis(ethylendioxy)-6α-vinylandrostane), C1OC23[C@]4(C)[C@@H](CC2(OCCO3)OC1)[C@@H]1C[C@@H](C3CCCC[C@]3(C)[C@H]1CC4)CO (17,17-bis(ethylendioxy)-6α-hydroxymethyl-androstane). The product is C1OC23[C@]4(C)[C@@H](CC2(OCCO3)OC1)[C@@H]1C[C@@H](C3CCCC[C@]3(C)[C@H]1CC4)CCO (17,17-Bis(ethylendioxy)-6α-(2-hydroxyethyl)androstane). The yield is 96.0%. Reaction SMILES: [CH2:1]1[CH2:14][O:13][C:8]23[O:9][CH2:10][CH2:11][O:12][C:3]2([C@:4]2([CH2:27][CH2:26][C@H:25]4[C@@H:15]([CH2:16][C@H:17]([CH:28]=[CH2:29])[CH:18]5[C@:23]4([CH3:24])[CH2:22][CH2:21][CH2:20][CH2:19]5)[C@@H:6]2[CH2:7]3)[CH3:5])[O:2]1.C1COC23OCCOC2([C@]2(CC[C@H]4[C@@H](C[C@H](CO)C5[C@]4(C)CCCC5)[C@@H]2C3)C)[O:31]1>>[CH2:11]1[CH2:10][O:9][C:8]23[O:13][CH2:14][CH2:1][O:2][C:3]2([C@:4]2([CH2:27][CH2:26][C@H:25]4[C@@H:15]([CH2:16][C@H:17]([CH2:28][CH2:29][OH:31])[CH:18]5[C@:23]4([CH3:24])[CH2:22][CH2:21][CH2:20][CH2:19]5)[C@@H:6]2[CH2:7]3)[CH3:5])[O:12]1. Procedure details: 17,17-Bis(ethylendioxy)-6α-(2-hydroxyethyl)androstane was prepared in 96% yield from 3,3:17,17-bis(ethylendioxy)-6α-vinylandrostane by the procedure described above for the preparation of 3,3:17,17-bis(ethylendioxy)-6α-hydroxymethyl-androstane (Prepn. 14). The crude was purified by flash chromatography (SiO2, n-hexane/acetone 80/20). 1H-NMR (300 MHz, DMSO-d6, ppm from TMS): δ 4.25 (1H, t), 3.86-3.70 (8H, m), 3.35 (2H, m), 1.91-0.42 (23H, m), 0.75 (3H, s), 0.74 (3H, s). Starting materials: C1(=CC=CC=C1)N1N=NC2=C1NC(C(=C2)C(C)(C)C)=O (3-phenyl-6-(tert-butyl)-3,4-dihydro-1,2,3-triazolo[4,5-b]pyridin-5-one), Cl.CN1N=CN=C1CCl (2-methyl-3-chloromethyl-1,2,4-triazole hydrochloride), C([O-])([O-])=O.[Cs+].[Cs+] (cesium carbonate). Run in CN(C)C=O (DMF), O (water), C(CC(O)(C(=O)O)CC(=O)O)(=O)O (citric acid). Reaction conditions: time 20 hour. Yields the product CC(C)(C)C=1C=C2C(=NC1OCC=1N(N=CN1)C)N(N=N2)C2=CC=CC=C2 (6-(1,1-dimethylethyl)-5-(2-methyl-2H-1,2,4-triazol-3-ylmethoxy)-3-phenyl-1,2,3-triazolo[4,5-b]pyridine). The yield is 82.7%. RXN SMILES: [C:1]1([N:7]2[C:11]3[NH:12][C:13](=[O:20])[C:14]([C:16]([CH3:19])([CH3:18])[CH3:17])=[CH:15][C:10]=3[N:9]=[N:8]2)[CH:6]=[CH:5][CH:4]=[CH:3][CH:2]=1.Cl.[CH3:22][N:23]1[C:27]([CH2:28]Cl)=[N:26][CH:25]=[N:24]1.C(=O)([O-])[O-].[Cs+].[Cs+]>CN(C=O)C.O.C(O)(=O)CC(CC(O)=O)(C(O)=O)O>[CH3:18][C:16]([C:14]1[CH:15]=[C:10]2[N:9]=[N:8][N:7]([C:1]3[CH:2]=[CH:3][CH:4]=[CH:5][CH:6]=3)[C:11]2=[N:12][C:13]=1[O:20][CH2:28][C:27]1[N:23]([CH3:22])[N:24]=[CH:25][N:26]=1)([CH3:17])[CH3:19] |f:1.2,3.4.5|. Procedure details: A mixture of 3-phenyl-6-(tert-butyl)-3,4-dihydro-1,2,3-triazolo[4,5-b]pyridin-5-one (0.025 g, 0.093 g), 2-methyl-3-chloromethyl-1,2,4-triazole hydrochloride (0.15 g, 1.1 mmol) and cesium carbonate (0.65 g, 2.0 mmol) in dry DMF (4 ml) was stirred at r.t. for 20 h. The mixture was diluted with water (50 ml) and 1M citric acid (5 ml), and extracted with dichloromethane (2×25 ml). The extracts were dried (Na2SO4), filtered and concentrated. Preparative thin-layer chromatography, eluting with 5% meth...